Task: describe an organic reaction: reactants, conditions, products, and yield. Dataset: the Open Reaction Database (ORD), a public repository of structured organic reaction records The reactants are [Al+3], C1CCOC1, CCOC(=O)c1cc(C(C)NC(=O)C2CC2(C)c2ccc(OC(F)(F)F)cc2)ccc1NS(C)(=O)=O, [F-], [H-], [H-], [H-], [H-], [K+], [Li+], [Na+], [Na+], O, O, O, O, O, O, O, O, O, O, O=S(=O)([O-])[O-]. The product is Cc1cc(C(C)NC(=O)C2CC2(C)c2ccc(OC(F)(F)F)cc2)ccc1NS(C)(=O)=O. As a reaction SMILES: [Al+3:2].[CH2:62]1[O:63][CH2:64][CH2:65][CH2:66]1.[CH3:7][S:8](=[O:9])(=[O:10])[NH:11][c:12]1[c:13]([C:14]([O:15][CH2:16][CH3:17])=[O:18])[cH:19][c:20]([CH:23]([CH3:24])[NH:25][C:26](=[O:27])[CH:28]2[C:29]([c:31]3[cH:32][cH:33][c:34]([O:37][C:38]([F:39])([F:40])[F:41])[cH:35][cH:36]3)([CH3:42])[CH2:30]2)[cH:21][cH:22]1.[F-:43].[H-:1].[H-:4].[H-:5].[H-:6].[K+:44].[Li+:3].[Na+:60].[Na+:61].[OH2:45].[OH2:46].[OH2:47].[OH2:48].[OH2:49].[OH2:50].[OH2:51].[OH2:52].[OH2:53].[OH2:54].[S:55]([O-:56])([O-:57])(=[O:58])=[O:59]>>[CH3:7][S:8](=[O:9])(=[O:10])[NH:11][c:12]1[c:13]([CH3:14])[cH:19][c:20]([CH:23]([CH3:24])[NH:25][C:26](=[O:27])[CH:28]2[C:29]([c:31]3[cH:32][cH:33][c:34]([O:37][C:38]([F:39])([F:40])[F:41])[cH:35][cH:36]3)([CH3:42])[CH2:30]2)[cH:21][cH:22]1. The reactants are C(C)(C)C1=C(C=C(C=C1)C)O (2-isopropyl-5-methylphenol), C(CCC)[Li] (butyllithium), [Cl-].[Cl-].C[Zr](C1C(=CC2=CC=CC=C12)C)(C1C(=CC2=CC=CC=C12)C)(=[SiH2])C (dimethylsilanediylbis(2-methylindenyl)zirconium dichloride), C1CCOC1 (THF). Run in C1(=CC=CC=C1)C (toluene), C1(=CC=CC=C1)C (toluene). Conditions: temperature 60 celsius, time 1 hour. The product is C(C)(C)C1=C([O-])C=C(C=C1)C.[Cl-].C[Zr](C1C(=CC2=CC=CC=C12)C)(C1C(=CC2=CC=CC=C12)C)(=[SiH2])C (Dimethylsilanediylbis(2-methylindenyl)zirconium monochloride mono(2-isopropyl-5-methylphenoxide)). RXN SMILES: [CH:1]([C:4]1[CH:9]=[CH:8][C:7]([CH3:10])=[CH:6][C:5]=1[OH:11])([CH3:3])[CH3:2].C1COCC1.C([Li])CCC.[Cl-:22].[Cl-].[CH3:24][Zr:25]([CH3:47])(=[SiH2:46])([CH:36]1[C:44]2[C:39](=[CH:40][CH:41]=[CH:42][CH:43]=2)[CH:38]=[C:37]1[CH3:45])[CH:26]1[C:34]2[C:29](=[CH:30][CH:31]=[CH:32][CH:33]=2)[CH:28]=[C:27]1[CH3:35]>C1(C)C=CC=CC=1>[CH:1]([C:4]1[CH:9]=[CH:8][C:7]([CH3:10])=[CH:6][C:5]=1[O-:11])([CH3:3])[CH3:2].[Cl-:22].[CH3:47][Zr:25]([CH3:24])(=[SiH2:46])([CH:36]1[C:44]2[C:39](=[CH:40][CH:41]=[CH:42][CH:43]=2)[CH:38]=[C:37]1[CH3:45])[CH:26]1[C:34]2[C:29](=[CH:30][CH:31]=[CH:32][CH:33]=2)[CH:28]=[C:27]1[CH3:35] |f:3.4.5,7.8.9|. Procedure details: 3.2 g (21 mmol) of 2-isopropyl-5-methylphenol in 20 ml of toluene/2 ml of THF were admixed at room temperature with 7.8 ml (21 mmol) of a 20% strength solution of butyllithium in toluene. The mixture was stirred for another 1 hour at 60° C. At room temperature, 5.0 g (10.5 mmol) of dimethylsilanediylbis(2-methylindenyl)zirconium dichloride were added as a solid. The suspension was stirred for 2 hours at 100° C. and subsequently filtered hot through Celite. The filter cake was extracted twice wit... The reactants are [N+](=O)([O-])C1=CC=C(C=C1)N1C(COCC1)=O (4-(4-nitrophenyl)-3-morpholinone), [H][H] (hydrogen), O (water). The reagents and catalysts are [Pd] (palladium on activated carbon). The solvent is C(C)O (ethanol), C(C)O (ethanol). Run at temperature 40 celsius. The product is NC1=CC=C(C=C1)N1C(COCC1)=O (4-(4-aminophenyl)-3-morpholinone). Reaction SMILES: [N+:1]([C:4]1[CH:9]=[CH:8][C:7]([N:10]2[CH2:15][CH2:14][O:13][CH2:12][C:11]2=[O:16])=[CH:6][CH:5]=1)([O-])=O.[H][H].O>C(O)C.[Pd]>[NH2:1][C:4]1[CH:5]=[CH:6][C:7]([N:10]2[CH2:15][CH2:14][O:13][CH2:12][C:11]2=[O:16])=[CH:8][CH:9]=1. Procedure details: 60 g (0.27 mol) of 4-(4-nitrophenyl)-3-morpholinone (VII) are suspended in 480 g of ethanol, admixed with 3 g of palladium on activated carbon (5%) and contacted with 5 bar of hydrogen at 80° C. for one hour. After hydrogenation has ended, the suspension is admixed with 80 g of ethanol and 270 g of water and heated to 40° C., and the catalyst is filtered off. The solution is concentrated under reduced pressure and the remaining solid is dried to constant weight at 50° C. under reduced pressure. Starting materials: ClC=1C=C(C(=O)Cl)C=CN1 (2-chloroisonicotinoyl chloride), NC(C#N)C=1SC=CC1 (2-amino-2-(2-thienyl)acetonitrile), N1=CC=CC=C1 (pyridine). Solvent: C1(=CC=CC=C1)C (toluene). Run at time 1 hour. Product: S1C(=CC=C1)C(NC(C1=CC(=NC=C1)Cl)=O)C#N (N-(2-thienylcyanomethyl)-2-chloroisonicotinamide). Yield: 31.8%. As a reaction SMILES: [Cl:1][C:2]1[CH:3]=[C:4]([CH:8]=[CH:9][N:10]=1)[C:5](Cl)=[O:6].[NH2:11][CH:12]([C:15]1[S:16][CH:17]=[CH:18][CH:19]=1)[C:13]#[N:14].N1C=CC=CC=1>C1(C)C=CC=CC=1>[S:16]1[CH:17]=[CH:18][CH:19]=[C:15]1[CH:12]([C:13]#[N:14])[NH:11][C:5](=[O:6])[C:4]1[CH:8]=[CH:9][N:10]=[C:2]([Cl:1])[CH:3]=1. Reported procedure: 3 g (0.017 mol) of 2-chloroisonicotinoyl chloride was added dropwise to a solution of 2.8 g (0.02 mol) of 2-amino-2-(2-thienyl)acetonitrile and 1.6 g (0.02 mol) of pyridine in 30 ml of toluene while the temperature was kept at 10° to 15° C. The mixture was stirred at room temperature for 1 h. A saturated aqueous common salt solution was added thereto. The organic layer was separated and dried over anhydrous sodium sulfate. The solvent was concentrated under reduced pressure and the crude product... The reactants are ICI, Cc1ccccc1, C=CC12CCC(=O)C=C1c1c(cc(OCC(=O)OCC)c(Cl)c1Cl)C2, [Cu], C1CCOC1, [Zn]. Product: CCOC(=O)COc1cc2c(c(Cl)c1Cl)C1=CC(=O)CCC1(C1CC1)C2. RXN SMILES: [CH2:1]([I:2])[I:3].[CH3:34][c:35]1[cH:36][cH:37][cH:38][cH:39][cH:40]1.[Cl:4][c:5]1[c:6]2[c:14]([cH:15][c:16]([O:19][CH2:20][C:21](=[O:22])[O:23][CH2:24][CH3:25])[c:17]1[Cl:18])[CH2:13][C:12]1([CH:26]=[CH2:27])[C:7]2=[CH:8][C:9](=[O:28])[CH2:10][CH2:11]1.[Cu:41].[O:29]1[CH2:30][CH2:31][CH2:32][CH2:33]1.[Zn:42]>>[CH2:1]1[CH:26]([C:12]23[C:7](=[CH:8][C:9](=[O:28])[CH2:10][CH2:11]2)[c:6]2[c:5]([Cl:4])[c:17]([Cl:18])[c:16]([O:19][CH2:20][C:21](=[O:22])[O:23][CH2:24][CH3:25])[cH:15][c:14]2[CH2:13]3)[CH2:27]1. Solvent: C(C)(=O)O (acetic acid). Run at time 2 minute. Yields the product N1(C=CC=C1)C=1C=C(C(=O)OCC)C=CC1 (ethyl 3-(pyrrol-1-yl)benzoate). As a reaction SMILES: [NH2:1][C:2]1[CH:3]=[C:4]([CH:10]=[CH:11][CH:12]=1)[C:5]([O:7][CH2:8][CH3:9])=[O:6].CO[CH:15]1[CH2:19][CH2:18][CH:17](OC)O1>C(O)(=O)C>[N:1]1([C:2]2[CH:3]=[C:4]([CH:10]=[CH:11][CH:12]=2)[C:5]([O:7][CH2:8][CH3:9])=[O:6])[CH:15]=[CH:19][CH:18]=[CH:17]1. Reactants: NC=1C=C(C(=O)OCC)C=CC1 (ethyl 3-aminobenzoate), COC1OC(CC1)OC (2,5-dimethoxytetrahydrofuran). Reported procedure: To 60 ml of stirred glacial acetic acid was added 25.0 grams (0.15 mole) of ethyl 3-aminobenzoate. The mixture was stirred for two minutes and 19.6 grams (0.15 mole) of 2,5-dimethoxytetrahydrofuran was added during a five minute period. Upon complete addition the red solution was heated under reflux for 1.5 hours. The acetic acid solvent was removed by distillation. Higher boiling volatiles were also removed by distillation, under reduced pressure (80°-110° C./55 2 mm). Pure ethyl 3-(pyrrol-1-yl...